This data is from the Open Reaction Database (ORD), a public repository of structured organic reaction records. The task is: describe an organic reaction: reactants, conditions, products, and yield Reactants: O (water), C(C)NC1=CC=CC=C1 (N-ethylaniline), BrN1C(CCC1=O)=O (N-bromosuccinimide). The solvent is CN(C)C=O (DMF), CN(C)C=O (DMF). Run at time 19 hour. Yields the product BrC1=CC=C(NCC)C=C1 (4-bromo-N-ethylaniline). Yield: 103.4%. RXN SMILES: [CH2:1]([NH:3][C:4]1[CH:9]=[CH:8][CH:7]=[CH:6][CH:5]=1)[CH3:2].[Br:10]N1C(=O)CCC1=O.O>CN(C=O)C>[Br:10][C:7]1[CH:8]=[CH:9][C:4]([NH:3][CH2:1][CH3:2])=[CH:5][CH:6]=1. Reported procedure: To a solution of N-ethylaniline (10.0 g) in DMF (50 ml) was added dropwise at room temperature a solution of N-bromosuccinimide (14.69 g) in DMF (100 ml), and the mixture was stirred at room temperature for 19 hours. The reaction mixture was added to water, and the mixture was extracted with ethyl acetate. The organic layer was washed with saturated brine, dried with magnesium sulfate and concentrated under reduced pressure to give pale yellow oil of 4-bromo-N-ethylaniline (17.08 g). RXN SMILES: [Br:1][c:2]1[n:3][c:4]([NH:10][c:11]2[cH:12][cH:13][c:14]([CH2:17][CH2:18][OH:19])[cH:15][cH:16]2)[c:5](=[O:9])[n:6]([CH3:8])[cH:7]1.[C:20]([CH3:21])([CH3:22])([CH3:23])[c:24]1[cH:25][cH:26][c:27]([C:28](=[O:29])[NH:30][c:31]2[c:32]([CH3:46])[c:33]([B:37]3[O:38][C:39]([CH3:40])([CH3:41])[C:42]([CH3:43])([CH3:44])[O:45]3)[cH:34][cH:35][cH:36]2)[cH:47][cH:48]1.[CH3:55][O:56][CH2:57][CH2:58][O:59][CH3:60].[Na+:49].[Na+:50].[O-:51][C:52](=[O:53])[O-:54].[OH2:138].[cH:61]1[cH:62][cH:63][c:64]([P:65]([Pd:66]([P:67]([c:68]2[cH:69][cH:70][cH:71][cH:72][cH:73]2)([c:74]2[cH:75][cH:76][cH:77][cH:78][cH:79]2)[c:80]2[cH:81][cH:82][cH:83][cH:84][cH:85]2)([P:86]([c:87]2[cH:88][cH:89][cH:90][cH:91][cH:92]2)([c:93]2[cH:94][cH:95][cH:96][cH:97][cH:98]2)[c:99]2[cH:100][cH:101][cH:102][cH:103][cH:104]2)[P:105]([c:106]2[cH:107][cH:108][cH:109][cH:110][cH:111]2)([c:112]2[cH:113][cH:114][cH:115][cH:116][cH:117]2)[c:118]2[cH:119][cH:120][cH:121][cH:122][cH:123]2)([c:124]2[cH:125][cH:126][cH:127][cH:128][cH:129]2)[c:130]2[cH:131][cH:132][cH:133][cH:134][cH:135]2)[cH:136][cH:137]1>>[c:2]1(-[c:33]2[c:32]([CH3:46])[c:31]([NH:30][C:28]([c:27]3[cH:26][cH:25][c:24]([C:20]([CH3:21])([CH3:22])[CH3:23])[cH:48][cH:47]3)=[O:29])[cH:36][cH:35][cH:34]2)[n:3][c:4]([NH:10][c:11]2[cH:12][cH:13][c:14]([CH2:17][CH2:18][OH:19])[cH:15][cH:16]2)[c:5](=[O:9])[n:6]([CH3:8])[cH:7]1. The reactants are Cn1cc(Br)nc(Nc2ccc(CCO)cc2)c1=O, Cc1c(NC(=O)c2ccc(C(C)(C)C)cc2)cccc1B1OC(C)(C)C(C)(C)O1, COCCOC, [Na+], [Na+], O=C([O-])[O-], O, c1ccc(P(c2ccccc2)(c2ccccc2)[Pd](P(c2ccccc2)(c2ccccc2)c2ccccc2)(P(c2ccccc2)(c2ccccc2)c2ccccc2)P(c2ccccc2)(c2ccccc2)c2ccccc2)cc1. Product: Cc1c(NC(=O)c2ccc(C(C)(C)C)cc2)cccc1-c1cn(C)c(=O)c(Nc2ccc(CCO)cc2)n1. The reactants are Cc1ccc2[nH]c3c(c2c1)CCN(C)CC3, CC(C)NC(=O)CCl, [Cu]I, [K+], [K+], [K+], CN(C)C=O, O=C(O)C1CCCN1, O=P([O-])([O-])[O-]. The product is Cc1ccc2c(c1)c1c(n2CC(=O)NC(C)C)CCN(C)CC1. As a reaction SMILES: [CH3:1][N:2]1[CH2:3][CH2:4][c:5]2[nH:6][c:7]3[cH:8][cH:9][c:10]([CH3:16])[cH:11][c:12]3[c:13]2[CH2:14][CH2:15]1.[Cl:33][CH2:34][C:35](=[O:36])[NH:37][CH:38]([CH3:39])[CH3:40].[Cu:41][I:42].[K+:30].[K+:31].[K+:32].[O:43]=[CH:44][N:45]([CH3:46])[CH3:47].[OH:17][C:18]([CH:19]1[NH:20][CH2:21][CH2:22][CH2:23]1)=[O:24].[P:25]([O-:26])([O-:27])([O-:28])=[O:29]>>[CH3:1][N:2]1[CH2:3][CH2:4][c:5]2[n:6]([CH2:34][C:35](=[O:36])[NH:37][CH:38]([CH3:39])[CH3:40])[c:7]3[cH:8][cH:9][c:10]([CH3:16])[cH:11][c:12]3[c:13]2[CH2:14][CH2:15]1. The reactants are CC(=O)C (acetone), C(C(CO)(CO)N)O (tris(hydroxymethyl)aminomethane), C1(=CC=CC=C1)N=C=O (phenyl isocyanate). Run in O (water). Yields the product C1(=CC=CC=C1)NC(=O)NC(CO)(CO)CO (N-Phenyl-N'-[1,1-bis-hydroxymethyl-2-hydroxyethyl]urea). RXN SMILES: [CH2:1]([OH:8])[C:2]([NH2:7])([CH2:5][OH:6])[CH2:3][OH:4].CC(C)=O.[C:13]1([N:19]=[C:20]=[O:21])[CH:18]=[CH:17][CH:16]=[CH:15][CH:14]=1>O>[C:13]1([NH:19][C:20]([NH:7][C:2]([CH2:5][OH:6])([CH2:3][OH:4])[CH2:1][OH:8])=[O:21])[CH:18]=[CH:17][CH:16]=[CH:15][CH:14]=1. Procedure: 66.6 g (0.55 mol) of tris(hydroxymethyl)aminomethane are dissolved in 200 ml of distilled water, and 400 ml of acetone are added. 59.6 g (0.5 mol) of phenyl isocyanate are added dropwise, while stirring, whereupon a heavy white precipitate forms. When the addition has ended, the mixture is stirred for a further 2 hours and the precipitate is filtered off with suction. It is then digested successively with in each case 150 ml of water, acetone and diethyl ether. Finally, the compound (11), which ... Reactants: Cl.C1=CC=CC=2C3=CC=CC=C3C(C12)COC(=O)N1C[C@@H](C[C@@H](C1)C(N(C1CC1)CC1=CC(=C(C=C1)Cl)OCCCOC)=O)N ((3R*,5S*)-3-amino-5-{[4-chloro-3-(3-methoxy-propoxy)-benzyl]-cyclopropyl-carbamoyl}-piperidine-1-carboxylic acid 9H-fluoren-9-ylmethyl ester, hydrochloride), C(C(C)(C)C)(=O)Cl (pivaloyl chloride). The solvent is CC#N (CH3CN). The product is ClC1=C(C=C(CN(C(=O)[C@@H]2CNC[C@@H](C2)NC(C(C)(C)C)=O)C2CC2)C=C1)OCCCOC ((3S*,5R*)-5-(2,2-Dimethyl-propionylamino)-piperidine-3-carboxylic acid [4-chloro-3-(3-methoxy-propoxy)-benzyl]-cyclopropyl-amide). RXN SMILES: Cl.C1C2C(COC([N:19]3[CH2:24][C@@H:23]([C:25](=[O:44])[N:26]([CH2:30][C:31]4[CH:36]=[CH:35][C:34]([Cl:37])=[C:33]([O:38][CH2:39][CH2:40][CH2:41][O:42][CH3:43])[CH:32]=4)[CH:27]4[CH2:29][CH2:28]4)[CH2:22][C@@H:21]([NH2:45])[CH2:20]3)=O)C3C(=CC=CC=3)C=2C=CC=1.[C:46](Cl)(=[O:51])[C:47]([CH3:50])([CH3:49])[CH3:48]>CC#N>[Cl:37][C:34]1[CH:35]=[CH:36][C:31]([CH2:30][N:26]([CH:27]2[CH2:28][CH2:29]2)[C:25]([C@H:23]2[CH2:22][C@@H:21]([NH:45][C:46](=[O:51])[C:47]([CH3:50])([CH3:49])[CH3:48])[CH2:20][NH:19][CH2:24]2)=[O:44])=[CH:32][C:33]=1[O:38][CH2:39][CH2:40][CH2:41][O:42][CH3:43] |f:0.1|. Procedure details: The title compound is prepared analogously as described in Example 61 using (3R*,5S*)-3-amino-5-{[4-chloro-3-(3-methoxy-propoxy)-benzyl]-cyclopropyl-carbamoyl}-piperidine-1-carboxylic acid 9H-fluoren-9-ylmethyl ester, hydrochloride and pivaloyl chloride. MS: 480.4 [M+H]+; tR (HPLC, Nucleosil C18; 5-100% CH3CN+0.1% TFA/H2O+0.1% TFA for 8 min, flow 1.5 ml/min): 5.29 min. The reactants are OC1=CC=C(C=C1)NC(C(F)(F)F)=O (N-(4-hydroxyphenyl)trifluoroacetamide), C([O-])(O)=O.[Na+] (sodium bicarbonate), C1(=CC=C(C=C1)S(=O)(=O)O)C (p-toluenesulfonic acid), O1CCCC=C1 (dihydropyran). Run in C(Cl)Cl (methylene chloride). The product is O1C(CCCC1)OC1=CC=C(C=C1)NC(C(F)(F)F)=O (N-[4-[(tetrahydropyran-2-yl)oxy]phenyl]trifluoroacetamide). Isolated yield 87.0%. Reaction SMILES: [OH:1][C:2]1[CH:7]=[CH:6][C:5]([NH:8][C:9](=[O:14])[C:10]([F:13])([F:12])[F:11])=[CH:4][CH:3]=1.C1(C)C=CC(S(O)(=O)=O)=CC=1.[O:26]1[CH:31]=[CH:30][CH2:29][CH2:28][CH2:27]1.C(=O)(O)[O-].[Na+]>C(Cl)Cl>[O:26]1[CH2:31][CH2:30][CH2:29][CH2:28][CH:27]1[O:1][C:2]1[CH:3]=[CH:4][C:5]([NH:8][C:9](=[O:14])[C:10]([F:11])([F:12])[F:13])=[CH:6][CH:7]=1 |f:3.4|. Procedure details: To a solution of 109 g (1 mol) of p-aminophenol and 92.9 mL (1.15 mol) of pyridine in 1 L of t-butylmethylether at -10° was added 156 mL (1.1 mol) of trifluoroacetic anhydride. During addition the temperature was maintained below 0° C. After the addition was complete, the temperature was allowed to rise to 15° C., at which point a saturated solution of sodium chloride was added and the reaction stirred rapidly for 15 minutes. The layers were separated and the organic layer washed twice with satu... Starting materials: CC(=O)O, Cc1cccc(C(C)C)c1Br, O=[N+]([O-])O. Yields the product Cc1c([N+](=O)[O-])ccc(C(C)C)c1Br. RXN SMILES: [C:16]([OH:17])(=[O:18])[CH3:19].[CH:5]([CH3:6])([CH3:7])[c:8]1[c:9]([Br:15])[c:10]([CH3:14])[cH:11][cH:12][cH:13]1.[OH:1][N+:2]([O-:3])=[O:4]>>[O-:1][N+:2](=[O:4])[c:11]1[c:10]([CH3:14])[c:9]([Br:15])[c:8]([CH:5]([CH3:6])[CH3:7])[cH:13][cH:12]1. The reactants are O=Cc1ccc(F)c(Br)c1, C1COCCN1, [K+], [K+], O=C([O-])[O-], c1ccncc1. The product is O=Cc1ccc(N2CCOCC2)c(Br)c1. RXN SMILES: [Br:1][c:2]1[cH:3][c:4]([CH:5]=[O:6])[cH:7][cH:8][c:9]1[F:10].[CH2:11]1[CH2:12][O:13][CH2:14][CH2:15][NH:16]1.[K+:17].[K+:18].[O-:19][C:20]([O-:21])=[O:22].[cH:23]1[cH:24][cH:25][n:26][cH:27][cH:28]1>>[Br:1][c:2]1[cH:3][c:4]([CH:5]=[O:6])[cH:7][cH:8][c:9]1[N:16]1[CH2:11][CH2:12][O:13][CH2:14][CH2:15]1.